This data is from the Open Reaction Database (ORD), a public repository of structured organic reaction records. The task is: describe an organic reaction: reactants, conditions, products, and yield The reactants are NC1=NC=C(N=C1)C (2-amino-5-methylpyrazine), [OH-].[Na+] (sodium hydroxide), O.O.O.C(C)(=O)[O-].[Na+] (sodium acetate trihydrate), BrBr (bromine). The solvent is C(C)(=O)O (acetic acid), C(C)(=O)O (acetic acid), C(C)(=O)O (acetic acid). Conditions: temperature 20 celsius, time 15 hour. Yields the product NC1=NC=C(N=C1Br)C (2-Amino-3-bromo-5-methylpyrazine). Reaction SMILES: [NH2:1][C:2]1[CH:7]=[N:6][C:5]([CH3:8])=[CH:4][N:3]=1.O.O.O.C([O-])(=O)C.[Na+].[Br:17]Br.[OH-].[Na+]>C(O)(=O)C>[NH2:1][C:2]1[C:7]([Br:17])=[N:6][C:5]([CH3:8])=[CH:4][N:3]=1 |f:1.2.3.4.5,7.8|. Procedure: To acetic acid (1500 ml.), 2-amino-5-methylpyrazine (1 mole) and 326.5 g. sodium acetate trihydrate are slowly added 1.1 mole bromine in 180 ml. acetic acid at 2° C. in the absence of light. The mixture is stirred about 15 hours at 20° C., stripped of acetic acid in vacuo, poured into ice, made alkaline with sodium hydroxide, filtered, and residue extracted with ether, the extract stripped and the 2-amino-3-bromo-5-methylpyrazine crystallized from a suitable solvent. Starting materials: CN(C)C=O, COCCc1cccc(C)c1Br, Cc1ccccc1, [Cl-], [Mg], [NH4+], C1CCOC1. Yields the product COCCc1cccc(C)c1C=O. RXN SMILES: [CH3:14][N:15]([CH:16]=[O:17])[CH3:18].[CH3:1][O:2][CH2:3][CH2:4][c:5]1[c:6]([Br:12])[c:7]([CH3:11])[cH:8][cH:9][cH:10]1.[CH3:26][c:27]1[cH:28][cH:29][cH:30][cH:31][cH:32]1.[Cl-:19].[Mg:13].[NH4+:20].[O:21]1[CH2:22][CH2:23][CH2:24][CH2:25]1>>[CH3:1][O:2][CH2:3][CH2:4][c:5]1[c:6]([CH:16]=[O:17])[c:7]([CH3:11])[cH:8][cH:9][cH:10]1. Reactants: COCC1CCCN1, O=C(O)c1cnoc1-c1ccccc1Cl. The product is COCC1CCCN1C(=O)c1cnoc1-c1ccccc1Cl. Reaction SMILES: [CH3:16][O:17][CH2:18][CH:19]1[NH:20][CH2:21][CH2:22][CH2:23]1.[Cl:1][c:2]1[c:3](-[c:8]2[c:9]([C:13](=[O:14])[OH:15])[cH:10][n:11][o:12]2)[cH:4][cH:5][cH:6][cH:7]1>>[Cl:1][c:2]1[c:3](-[c:8]2[c:9]([C:13](=[O:15])[N:20]3[CH:19]([CH2:18][O:17][CH3:16])[CH2:23][CH2:22][CH2:21]3)[cH:10][n:11][o:12]2)[cH:4][cH:5][cH:6][cH:7]1. The reactants are [BH4-], CO, O=C1CCCc2ccc(-c3ccc4nc(-c5ccc(Cl)cc5)cn4c3)cc21, [Na+]. Yields the product OC1CCCc2ccc(-c3ccc4nc(-c5ccc(Cl)cc5)cn4c3)cc21. RXN SMILES: [BH4-:1].[CH3:30][OH:31].[Cl:3][c:4]1[cH:5][cH:6][c:7](-[c:10]2[n:11][c:12]3[n:13]([cH:14][c:15](-[c:18]4[cH:19][cH:20][c:21]5[c:26]([cH:27]4)[C:25](=[O:28])[CH2:24][CH2:23][CH2:22]5)[cH:16][cH:17]3)[cH:29]2)[cH:8][cH:9]1.[Na+:2]>>[Cl:3][c:4]1[cH:5][cH:6][c:7](-[c:10]2[n:11][c:12]3[n:13]([cH:14][c:15](-[c:18]4[cH:19][cH:20][c:21]5[c:26]([cH:27]4)[CH:25]([OH:28])[CH2:24][CH2:23][CH2:22]5)[cH:16][cH:17]3)[cH:29]2)[cH:8][cH:9]1. Starting materials: Cc1c(Br)cccc1Br, O=C([O-])[O-], CN(C)c1ccc2c(c1)CCNC2=O, CS(C)=O, [I-], [K+], [K+]. Yields the product Cc1c(Br)cccc1N1CCc2cc(N(C)C)ccc2C1=O. As a reaction SMILES: [Br:22][c:23]1[c:24]([CH3:30])[c:25]([Br:29])[cH:26][cH:27][cH:28]1.[C:16](=[O:17])([O-:18])[O-:19].[CH3:1][N:2]([c:3]1[cH:4][c:5]2[c:10]([cH:11][cH:12]1)[C:9](=[O:13])[NH:8][CH2:7][CH2:6]2)[CH3:14].[CH3:31][S:32]([CH3:33])=[O:34].[I-:15].[K+:20].[K+:21]>>[CH3:1][N:2]([c:3]1[cH:4][c:5]2[c:10]([cH:11][cH:12]1)[C:9](=[O:13])[N:8]([c:25]1[c:24]([CH3:30])[c:23]([Br:22])[cH:28][cH:27][cH:26]1)[CH2:7][CH2:6]2)[CH3:14].